describe an organic reaction: reactants, conditions, products, and yield From a dataset of the Open Reaction Database (ORD), a public repository of structured organic reaction records. Reactants: CC(=O)OC(C)=O, [H][H], CN1CCC2(C)c3cc(O)cc([N+](=O)[O-])c3N(C)C12, C1CCOC1. Product: CC(=O)Nc1cc(O)cc2c1N(C)C1N(C)CCC21C. As a reaction SMILES: [CH3:20][C:21](=[O:22])[O:23][C:24](=[O:25])[CH3:26].[H:27][H:28].[N+:1]([O-:2])(=[O:3])[c:4]1[cH:5][c:6]([OH:19])[cH:7][c:8]2[c:12]1[N:11]([CH3:13])[CH:10]1[C:9]2([CH3:18])[CH2:16][CH2:15][N:14]1[CH3:17].[O:29]1[CH2:30][CH2:31][CH2:32][CH2:33]1>>[NH:1]([c:4]1[cH:5][c:6]([OH:19])[cH:7][c:8]2[c:12]1[N:11]([CH3:13])[CH:10]1[C:9]2([CH3:18])[CH2:16][CH2:15][N:14]1[CH3:17])[C:21]([CH3:20])=[O:22]. Starting materials: C[C@@H](C1=CC=CC=C1)N1C(CC1)C(=O)OC (methyl N-[(S)-methylbenzyl]azetidine-2-(RS)-carboxylate). Solvent: CCCCCC.C(C)(=O)OCC (hexane ethyl acetate). The product is C[C@@H](C1=CC=CC=C1)N1[C@@H](CC1)C(=O)OC (methyl N-[(S)-methylbenzyl]azetidine-2-(S)-carboxylate), C[C@@H](C1=CC=CC=C1)N1[C@H](CC1)C(=O)OC (methyl N-[(S)-methylbenzyl]azetidine-2-(R)-carboxylate). RXN SMILES: [CH3:1][C@H:2]([N:9]1[CH2:12][CH2:11][CH:10]1[C:13]([O:15][CH3:16])=[O:14])[C:3]1[CH:8]=[CH:7][CH:6]=[CH:5][CH:4]=1>CCCCCC.C(OCC)(=O)C>[CH3:1][C@H:2]([N:9]1[CH2:12][CH2:11][C@H:10]1[C:13]([O:15][CH3:16])=[O:14])[C:3]1[CH:8]=[CH:7][CH:6]=[CH:5][CH:4]=1.[CH3:1][C@H:2]([N:9]1[CH2:12][CH2:11][C@@H:10]1[C:13]([O:15][CH3:16])=[O:14])[C:3]1[CH:8]=[CH:7][CH:6]=[CH:5][CH:4]=1 |f:1.2|. Reported procedure: The obtained methyl N-[(S)-methylbenzyl]azetidine-2-(RS)-carboxylate (10 g) was subjected to silica gel column chromatography (eluate: hexane/ethyl acetate=10/1) to give methyl N-[(S)-methylbenzyl]azetidine-2-(S)-carboxylate (4.8 g) and methyl N-[(S)-methylbenzyl]azetidine-2-(R)-carboxylate (4.68 g). The reactants are ClC1=CC=C(C=C1)C(C)OC1=CC=C(C=C1)C(C(C)=NO)=O (1-(4-(1-{4-chlorophenyl}-ethoxy)-phenyl)-1,2-propanedione-2-oxime), Cl.C(C)ON (O-ethylhydroxylamine hydrochloride). Solvent: N1=CC=CC=C1 (pyridine). Product: C(C)ON=C(C(C)=NO)C1=CC=C(C=C1)OC(C)C1=CC=C(C=C1)Cl (1-[4-(1-{4-Chlorophenyl}-ethoxy)-phenyl]-1,2-propanedione-[ethyloxime]-2-oxime). Reaction SMILES: [Cl:1][C:2]1[CH:7]=[CH:6][C:5]([CH:8]([O:10][C:11]2[CH:16]=[CH:15][C:14]([C:17](=O)[C:18](=[N:20][OH:21])[CH3:19])=[CH:13][CH:12]=2)[CH3:9])=[CH:4][CH:3]=1.Cl.[CH2:24]([O:26][NH2:27])[CH3:25]>N1C=CC=CC=1>[CH2:24]([O:26][N:27]=[C:17]([C:14]1[CH:15]=[CH:16][C:11]([O:10][CH:8]([C:5]2[CH:6]=[CH:7][C:2]([Cl:1])=[CH:3][CH:4]=2)[CH3:9])=[CH:12][CH:13]=1)[C:18](=[N:20][OH:21])[CH3:19])[CH3:25] |f:1.2|. Procedure details: A mixture of 29.0 g of 1-(4-(1-{4-chlorophenyl}-ethoxy)-phenyl)-1,2-propanedione-2-oxime and 9.4 g of O-ethylhydroxylamine hydrochloride in 150 ml of pyridine is boiled at reflux for 1 hour. After cooling, the reaction mixture is concentrated by evaporation in vacuo. The residue is dissolved in ethyl acetate; the organic phase is washed twice with water and once with saturated sodium chloride solution, dried with sodium sulfate and concentrated by evaporation. The crude product is stirred togeth... The reactants are O=C([O-])[O-], CCOC(Cc1ccc(O)cc1CC)C(=O)OC, Cc1cc(-c2nc(CCl)c(C)o2)ccc1F, [Cs+], [Cs+], [I-], [K+]. The product is CCOC(Cc1ccc(OCc2nc(-c3ccc(F)c(C)c3)oc2C)cc1CC)C(=O)OC. RXN SMILES: [C:35](=[O:36])([O-:37])[O-:38].[CH3:1][O:2][C:3]([CH:4]([CH2:5][c:6]1[c:7]([CH2:13][CH3:14])[cH:8][c:9]([OH:12])[cH:10][cH:11]1)[O:15][CH2:16][CH3:17])=[O:18].[Cl:19][CH2:20][c:21]1[n:22][c:23](-[c:27]2[cH:28][c:29]([CH3:34])[c:30]([F:33])[cH:31][cH:32]2)[o:24][c:25]1[CH3:26].[Cs+:39].[Cs+:40].[I-:42].[K+:41]>>[CH3:1][O:2][C:3]([CH:4]([CH2:5][c:6]1[c:7]([CH2:13][CH3:14])[cH:8][c:9]([O:12][CH2:20][c:21]2[n:22][c:23](-[c:27]3[cH:28][c:29]([CH3:34])[c:30]([F:33])[cH:31][cH:32]3)[o:24][c:25]2[CH3:26])[cH:10][cH:11]1)[O:15][CH2:16][CH3:17])=[O:18].